Task: describe an organic reaction: reactants, conditions, products, and yield. Dataset: the Open Reaction Database (ORD), a public repository of structured organic reaction records Starting materials: COC(=O)C=1C=NC=C(C1)Br (5-bromo-3-pyridine carboxylic acid methyl ester), S1C=C(C=C1)C=1C=C(C=NC1)CO (5-(3-thienyl)-3-pyridylmethanol), COC(=O)C=1OC(=CC1)Br (5-bromo-2-furancarboxylic acid methyl ester), C(C)OC(=O)C1=CSC(=C1)Br (5-bromo-3-thiophenecarboxylic acid ethyl ester). The product is S1C=C(C=C1)C1=CC=C(O1)CO (5-(3-thienyl)-2-furylmethanol). Reaction SMILES: COC(C1C=NC=C(Br)C=1)=O.CO[C:14]([C:16]1[O:17][C:18](Br)=[CH:19][CH:20]=1)=[O:15].C(OC([C:27]1[CH:31]=[C:30](Br)[S:29][CH:28]=1)=O)C.S1C=CC(C2C=C(CO)C=NC=2)=C1>>[S:29]1[CH:30]=[CH:31][C:27]([C:18]2[O:17][C:16]([CH2:14][OH:15])=[CH:20][CH:19]=2)=[CH:28]1. Procedure: When the same reaction as in Referential Example 59 is carried out except using 5-bromo-3-pyridine carboxylic acid methyl ester or 5-bromo-2-furancarboxylic acid methyl ester [J. Org. Chem., 21, 517 (1956)] instead of the starting 5-bromo-3-thiophenecarboxylic acid ethyl ester, 5-(3-thienyl)-3-pyridylmethanol or 5-(3-thienyl)-2-furylmethanol is obtained. Reactants: C1COCCO1, CCOC(=O)c1cccnc1C, O, O=[Se]=O. Yields the product CCOC(=O)c1cccnc1C=O. RXN SMILES: [CH2:16]1[O:17][CH2:18][CH2:19][O:20][CH2:21]1.[CH3:1][c:2]1[c:3]([C:4](=[O:5])[O:6][CH2:7][CH3:8])[cH:9][cH:10][cH:11][n:12]1.[OH2:22].[Se:13](=[O:14])=[O:15]>>[CH:1]([c:2]1[c:3]([C:4](=[O:5])[O:6][CH2:7][CH3:8])[cH:9][cH:10][cH:11][n:12]1)=[O:14]. Starting materials: COC(=O)C1=NC(=C2C=CC(N(C2=C1O)CC1=CC=CC=C1)=O)C#N (1-benzyl-5-cyano-8-hydroxy-2-oxo-1,2-dihydro-[1,6]naphthyridine-7-carboxylic acid methyl ester), Cl.NCCS(=O)(=O)N (2-amino-ethanesulfonic acid amide HCl salt), C[O-].[Na+] (NaOMe). The solvent is CCO (EtOH). Reaction conditions: temperature 140 celsius. Product: S(N)(=O)(=O)CCNC(=O)C1=NC(=C2C=CC(N(C2=C1O)CC1=CC=CC=C1)=O)C#N (1-Benzyl-5-cyano-8-hydroxy-2-oxo-1,2-dihydro-[1,6]naphthyridine-7-carboxylic acid (2-sulfamoyl-ethyl)-amide). Isolated yield 22.6%. Reaction SMILES: C[O:2][C:3]([C:5]1[C:14]([OH:15])=[C:13]2[C:8]([CH:9]=[CH:10][C:11](=[O:23])[N:12]2[CH2:16][C:17]2[CH:22]=[CH:21][CH:20]=[CH:19][CH:18]=2)=[C:7]([C:24]#[N:25])[N:6]=1)=O.Cl.[NH2:27][CH2:28][CH2:29][S:30]([NH2:33])(=[O:32])=[O:31].C[O-].[Na+]>CCO>[S:30]([CH2:29][CH2:28][NH:27][C:3]([C:5]1[C:14]([OH:15])=[C:13]2[C:8]([CH:9]=[CH:10][C:11](=[O:23])[N:12]2[CH2:16][C:17]2[CH:22]=[CH:21][CH:20]=[CH:19][CH:18]=2)=[C:7]([C:24]#[N:25])[N:6]=1)=[O:2])(=[O:32])(=[O:31])[NH2:33] |f:1.2,3.4|. Reported procedure: A mixture of 1-benzyl-5-cyano-8-hydroxy-2-oxo-1,2-dihydro-[1,6]naphthyridine-7-carboxylic acid methyl ester (20 mg, 0.060 mmol), 2-amino-ethanesulfonic acid amide HCl salt (30 mg, 0.24 mmol), and NaOMe (13 mg, 0.23 mmol) in EtOH (2 mL) was heated at 140° C. for 6 h in a microwave reactor. The mixture was concentrated to dryness, and the residue was partitioned between EtOAc and water. 1 M HCl was added with vigorous stirring until pH about 1, and the aqueous layer was extracted with additional E... The reactants are CC(=O)OC1CCC2(C)C(=CCC3C2CCC2(C)C(n4cnc5ccccc54)=C(C=O)CC32)C1, N#Cc1ccccc1. The product is CC(=O)OC1CCC2(C)C(=CCC3C2CCC2(C)C(n4cnc5ccccc54)=CCC32)C1. As a reaction SMILES: [C:1]([CH3:2])(=[O:3])[O:4][CH:5]1[CH2:6][C:7]2=[CH:8][CH2:9][CH:10]3[CH:11]4[CH2:12][C:13]([CH:33]=[O:34])=[C:14]([n:24]5[cH:25][n:26][c:27]6[c:28]5[cH:29][cH:30][cH:31][cH:32]6)[C:15]4([CH3:16])[CH2:17][CH2:18][CH:19]3[C:20]2([CH3:23])[CH2:21][CH2:22]1.[N:35]#[C:36][c:37]1[cH:38][cH:39][cH:40][cH:41][cH:42]1>>[C:1]([CH3:2])(=[O:3])[O:4][CH:5]1[CH2:6][C:7]2=[CH:8][CH2:9][CH:10]3[CH:11]4[CH2:12][CH:13]=[C:14]([n:24]5[cH:25][n:26][c:27]6[c:28]5[cH:29][cH:30][cH:31][cH:32]6)[C:15]4([CH3:16])[CH2:17][CH2:18][CH:19]3[C:20]2([CH3:23])[CH2:21][CH2:22]1. Starting materials: CI, CO, O=c1[nH]cnc2cc(Cl)nc(Cl)c12, [H-], [Na+], CN(C)C=O. Yields the product Cn1cnc2cc(Cl)nc(Cl)c2c1=O. Reaction SMILES: [CH3:16][I:17].[CH3:18][OH:19].[Cl:1][c:2]1[n:3][c:4]([Cl:13])[cH:5][c:6]2[n:7][cH:8][nH:9][c:10](=[O:12])[c:11]12.[H-:15].[Na+:14].[O:20]=[CH:21][N:22]([CH3:23])[CH3:24]>>[Cl:1][c:2]1[n:3][c:4]([Cl:13])[cH:5][c:6]2[n:7][cH:8][n:9]([CH3:16])[c:10](=[O:12])[c:11]12. The reactants are COC(CN(Cc1ccc(F)cc1)C(=O)CNC(=O)OCc1ccccc1)OC, Cc1ccccc1, O, Cc1ccc(S(=O)(=O)O)cc1, Cc1ccccc1S(=O)(=O)O. Reaction SMILES: [CH2:1]([c:2]1[cH:3][cH:4][cH:5][cH:6][cH:7]1)[O:8][C:9](=[O:10])[NH:11][CH2:12][C:13](=[O:14])[N:15]([CH2:16][c:17]1[cH:18][cH:19][c:20]([F:23])[cH:21][cH:22]1)[CH2:24][CH:25]([O:26][CH3:27])[O:28][CH3:29].[CH3:53][c:54]1[cH:55][cH:56][cH:57][cH:58][cH:59]1.[OH2:30].[c:31]1([CH3:32])[cH:33][cH:34][c:35]([S:36]([OH:37])(=[O:38])=[O:39])[cH:40][cH:41]1.[c:42]1([CH3:43])[c:44]([S:45]([OH:46])(=[O:47])=[O:48])[cH:49][cH:50][cH:51][cH:52]1>>[CH2:1]([c:2]1[cH:3][cH:4][cH:5][cH:6][cH:7]1)[O:8][C:9](=[O:10])[N:11]1[CH2:12][C:13](=[O:14])[N:15]([CH2:16][c:17]2[cH:18][cH:19][c:20]([F:23])[cH:21][cH:22]2)[CH:24]=[CH:25]1. Yields the product O=C1CN(C(=O)OCc2ccccc2)C=CN1Cc1ccc(F)cc1. Reactants: COC=1C=C(C(=O)OCC)C=CC1C=1NC2=CC(=C(C=C2C1)Cl)Cl (Ethyl 3-methoxy-4-(5,6-dichloro-1H-indol-2-yl)-benzoate), [OH-].[K+] (KOH). Run in CCO (EtOH). The product is COC=1C=C(C(=O)O)C=CC1C=1NC2=CC(=C(C=C2C1)Cl)Cl (3-Methoxy-4-(5,6-dichloro-1H-indol-2-yl)-benzoic acid). Isolated yield 96.3%. As a reaction SMILES: [CH3:1][O:2][C:3]1[CH:4]=[C:5]([CH:11]=[CH:12][C:13]=1[C:14]1[NH:15][C:16]2[C:21]([CH:22]=1)=[CH:20][C:19]([Cl:23])=[C:18]([Cl:24])[CH:17]=2)[C:6]([O:8]CC)=[O:7].[OH-].[K+]>CCO>[CH3:1][O:2][C:3]1[CH:4]=[C:5]([CH:11]=[CH:12][C:13]=1[C:14]1[NH:15][C:16]2[C:21]([CH:22]=1)=[CH:20][C:19]([Cl:23])=[C:18]([Cl:24])[CH:17]=2)[C:6]([OH:8])=[O:7] |f:1.2|. Procedure: Ethyl 3-methoxy-4-(5,6-dichloro-1H-indol-2-yl)-benzoate (1 g, 2.7 mmol) was added to a solution of KOH (0.4 g, 7 mmol) in EtOH (50 ml) and the mixture was refluxed for 4 h. The solvent was concentrated and the residue was dissolved in water. The aqueous solution was acidified with HCl then extracted with AcOEt. The organic phase was washed with water, dried over MgSO4 and concentrated in vacuo yielding 0.89 g (2.6 mmol, yield 99%) of the title compound.